describe an organic reaction: reactants, conditions, products, and yield From a dataset of the Open Reaction Database (ORD), a public repository of structured organic reaction records. Reactants: CC(C)(O)Cn1ncc2cc(Oc3ccc(F)cc3F)c(Br)cc21, O=C([O-])[O-], CO, [K+], [K+], CC(=O)[O-], CC(=O)[O-], O, [Pd+2], c1ccc(P(CCCP(c2ccccc2)c2ccccc2)c2ccccc2)cc1. The product is CC(C)(O)Cn1ncc2cc(Oc3ccc(F)cc3F)c(C(=O)O)cc21. As a reaction SMILES: [Br:1][c:2]1[c:3]([O:16][c:17]2[c:18]([F:24])[cH:19][c:20]([F:23])[cH:21][cH:22]2)[cH:4][c:5]2[cH:6][n:7][n:8]([CH2:11][C:12]([CH3:13])([OH:14])[CH3:15])[c:9]2[cH:10]1.[C:54]([O-:55])([O-:56])=[O:57].[CH3:70][OH:71].[K+:58].[K+:59].[O-:61][C:62]([CH3:63])=[O:64].[O-:65][C:66]([CH3:67])=[O:68].[OH2:69].[Pd+2:60].[c:25]1([P:26]([c:27]2[cH:28][cH:29][cH:30][cH:31][cH:32]2)[CH2:33][CH2:34][CH2:35][P:36]([c:37]2[cH:38][cH:39][cH:40][cH:41][cH:42]2)[c:43]2[cH:44][cH:45][cH:46][cH:47][cH:48]2)[cH:49][cH:50][cH:51][cH:52][cH:53]1>>[c:2]1([C:54](=[O:55])[OH:56])[c:3]([O:16][c:17]2[c:18]([F:24])[cH:19][c:20]([F:23])[cH:21][cH:22]2)[cH:4][c:5]2[cH:6][n:7][n:8]([CH2:11][C:12]([CH3:13])([OH:14])[CH3:15])[c:9]2[cH:10]1.